Dataset: the Open Reaction Database (ORD), a public repository of structured organic reaction records. Task: describe an organic reaction: reactants, conditions, products, and yield Starting materials: N#CCc1ccc(Br)cc1Cl, CCO, [K+], [OH-], O. Product: O=C(O)Cc1ccc(Br)cc1Cl. RXN SMILES: [Br:1][c:2]1[cH:3][c:4]([Cl:11])[c:5]([CH2:6][C:7]#[N:8])[cH:9][cH:10]1.[CH3:15][CH2:16][OH:17].[K+:14].[OH-:13].[OH2:12]>>[Br:1][c:2]1[cH:3][c:4]([Cl:11])[c:5]([CH2:6][C:7](=[O:12])[OH:13])[cH:9][cH:10]1. Starting materials: CC(C)(C)OC(=O)N1CC=C(B2OC(C)(C)C(C)(C)O2)CC1, CCc1cccc(CC)c1-c1nc(C)c(COc2cc(C(C)C)ccc2C)c(Cl)n1, [K+], [K+], O=C([O-])[O-], CN(C)C=O. Yields the product CCc1cccc(CC)c1-c1nc(C)c(COc2cc(C(C)C)ccc2C)c(C2=CCN(C(=O)OC(C)(C)C)CC2)n1. As a reaction SMILES: [CH3:31][C:32]1([CH3:33])[C:34]([CH3:35])([CH3:36])[O:37][B:38]([C:39]2=[CH:40][CH2:41][N:42]([C:45](=[O:46])[O:47][C:48]([CH3:49])([CH3:50])[CH3:51])[CH2:43][CH2:44]2)[O:52]1.[Cl:1][c:2]1[n:3][c:4](-[c:21]2[c:22]([CH2:29][CH3:30])[cH:23][cH:24][cH:25][c:26]2[CH2:27][CH3:28])[n:5][c:6]([CH3:20])[c:7]1[CH2:8][O:9][c:10]1[c:11]([CH3:19])[cH:12][cH:13][c:14]([CH:16]([CH3:17])[CH3:18])[cH:15]1.[K+:53].[K+:54].[O-:55][C:56]([O-:57])=[O:58].[O:59]=[CH:60][N:61]([CH3:62])[CH3:63]>>[c:2]1([C:39]2=[CH:40][CH2:41][N:42]([C:45](=[O:46])[O:47][C:48]([CH3:49])([CH3:50])[CH3:51])[CH2:43][CH2:44]2)[n:3][c:4](-[c:21]2[c:22]([CH2:29][CH3:30])[cH:23][cH:24][cH:25][c:26]2[CH2:27][CH3:28])[n:5][c:6]([CH3:20])[c:7]1[CH2:8][O:9][c:10]1[c:11]([CH3:19])[cH:12][cH:13][c:14]([CH:16]([CH3:17])[CH3:18])[cH:15]1. The reactants are CO, O=C(O)c1ccc(C(=O)c2ccc([N+](=O)[O-])cc2)cc1, O=S(=O)(O)O. The product is COC(=O)c1ccc(C(=O)c2ccc([N+](=O)[O-])cc2)cc1. Reaction SMILES: [CH3:26][OH:27].[N+:1](=[O:2])([O-:3])[c:4]1[cH:5][cH:6][c:7]([C:8](=[O:9])[c:10]2[cH:11][cH:12][c:13]([C:14](=[O:15])[OH:16])[cH:17][cH:18]2)[cH:19][cH:20]1.[S:21](=[O:22])(=[O:23])([OH:24])[OH:25]>>[N+:1](=[O:2])([O-:3])[c:4]1[cH:5][cH:6][c:7]([C:8](=[O:9])[c:10]2[cH:11][cH:12][c:13]([C:14]([O:15][CH3:26])=[O:16])[cH:17][cH:18]2)[cH:19][cH:20]1. The reactants are Cc1cc(NC(=O)OC(C)(C)C)c(NC(=O)CC(=O)c2cccc(-c3ccnc(C(F)(F)F)c3)c2)cc1C(F)(F)F, ClCCl, O=C(O)C(F)(F)F. Product: Cc1cc2c(cc1C(F)(F)F)NC(=O)CC(c1cccc(-c3ccnc(C(F)(F)F)c3)c1)=N2. As a reaction SMILES: [C:1]([O:2][C:3](=[O:4])[NH:7][c:8]1[c:9]([NH:19][C:20]([CH2:21][C:22](=[O:5])[c:23]2[cH:24][c:25](-[c:29]3[cH:30][c:31]([C:35]([F:36])([F:37])[F:38])[n:32][cH:33][cH:34]3)[cH:26][cH:27][cH:28]2)=[O:40])[cH:10][c:11]([C:15]([F:16])([F:17])[F:18])[c:12]([CH3:14])[cH:13]1)([CH3:6])([CH3:39])[CH3:41].[Cl:49][CH2:50][Cl:51].[F:42][C:43]([F:44])([F:45])[C:46]([OH:47])=[O:48]>>[N:7]1=[C:22]([c:23]2[cH:24][c:25](-[c:29]3[cH:30][c:31]([C:35]([F:36])([F:37])[F:38])[n:32][cH:33][cH:34]3)[cH:26][cH:27][cH:28]2)[CH2:21][C:20](=[O:40])[NH:19][c:9]2[c:8]1[cH:13][c:12]([CH3:14])[c:11]([C:15]([F:16])([F:17])[F:18])[cH:10]2. Reactants: OC1=C(C(=O)OC)C=CC(=C1CC=C)O (Methyl 2,4-dihydroxy-3-(2-propenyl)benzoate), CN (methyl amine), [Cl-].[NH4+] (ammonium chloride), Cl (hydrochloric acid). The product is OC1=C(C(=O)NC)C=CC(=C1CC=C)O (2,4-Dihydroxy-N-methyl-3-(2-propenyl)benzamide). Isolated yield 75.0%. Reaction SMILES: [OH:1][C:2]1[C:11]([CH2:12][CH:13]=[CH2:14])=[C:10]([OH:15])[CH:9]=[CH:8][C:3]=1[C:4](OC)=[O:5].[CH3:16][NH2:17].[Cl-].[NH4+].Cl>>[OH:1][C:2]1[C:11]([CH2:12][CH:13]=[CH2:14])=[C:10]([OH:15])[CH:9]=[CH:8][C:3]=1[C:4]([NH:17][CH3:16])=[O:5] |f:2.3|. Reported procedure: The compound of Example 5 (3.5 g) and excess methyl amine (40% aqueous solution) were stirred overnight at 50° C. in the presence of a few crystals of ammonium chloride. The reaction mixture was cooled and neutralized with 10% hydrochloric acid then extracted with ethyl acetate. The organic layer was dried over magnesium sulfate and concentrated under vacuum. The crude crystals were dissolved in chloroform and then hexane was added until the product precipitated out of solution. The precipitate ... Starting materials: N1(C=NC=C1)C1=CC=C(C=C1)C(=O)C1CCN(CC1)CC1=CC=NC=C1 ([4-(1H-imidazol-1-yl)phenyl][1-(4-pyridylmethyl)-4-piperidinyl]methanone), [BH4-].[Na+] (sodium borohydride), O (Water). The solvent is CO (methanol). Product: desired product, N1(C=NC=C1)C1=CC=C(C=C1)C(O)C1CCN(CC1)CC1=CC=NC=C1 (α-[4-(1H-imidazol-1-yl)phenyl]-1-(4-pyridylmethyl)-4-piperidine methanol). Isolated yield 43.5%. As a reaction SMILES: [N:1]1([C:6]2[CH:11]=[CH:10][C:9]([C:12]([CH:14]3[CH2:19][CH2:18][N:17]([CH2:20][C:21]4[CH:26]=[CH:25][N:24]=[CH:23][CH:22]=4)[CH2:16][CH2:15]3)=[O:13])=[CH:8][CH:7]=2)[CH:5]=[CH:4][N:3]=[CH:2]1.[BH4-].[Na+].O>CO>[N:1]1([C:6]2[CH:11]=[CH:10][C:9]([CH:12]([CH:14]3[CH2:19][CH2:18][N:17]([CH2:20][C:21]4[CH:22]=[CH:23][N:24]=[CH:25][CH:26]=4)[CH2:16][CH2:15]3)[OH:13])=[CH:8][CH:7]=2)[CH:5]=[CH:4][N:3]=[CH:2]1 |f:1.2|. Reported procedure: To a stirred solution of [4-(1H-imidazol-1-yl)phenyl][1-(4-pyridylmethyl)-4-piperidinyl]methanone (5.70 g, 16.5 mmol) in methanol (100 ml) at 0° C. was added sodium borohydride (2.1 g, 56 mmol) in three equal portions over a 24 hour period. Water was added and the solution was concentrated to a white suspension. This aqueous suspension was extracted three times with dichloromethane. The combined organic layers were dried (MgSO4), and filtered through a pad of silica gel (eluting with acetone). T... Reactants: NCCO (2-Amino-ethanol), C[Si](CCCOCC1OC1)(CC[Si](C)(C)C)C (2-{3-[Dimethyl-(2-trimethylsilanyl-ethyl)-silanyl]-propoxymethyl}-oxirane). The solvent is C(C)O (ethanol), C(C)O (ethanol), C(C)O (Ethanol). Conditions: temperature 70 celsius. The product is C[Si](CCCOCC(CNCCO)O)(CC[Si](C)(C)C)C (1-{-3-[Dimethyl-(2-trimethylsilanyl-ethyl)-silanyl]-propoxy}-3-(2-hydroxy-ethylamino)-propan-2-ol). Reaction SMILES: [NH2:1][CH2:2][CH2:3][OH:4].[CH3:5][Si:6]([CH3:21])([CH2:15][CH2:16][Si:17]([CH3:20])([CH3:19])[CH3:18])[CH2:7][CH2:8][CH2:9][O:10][CH2:11][CH:12]1[CH2:14][O:13]1>C(O)C>[CH3:5][Si:6]([CH3:21])([CH2:15][CH2:16][Si:17]([CH3:20])([CH3:19])[CH3:18])[CH2:7][CH2:8][CH2:9][O:10][CH2:11][CH:12]([OH:13])[CH2:14][NH:1][CH2:2][CH2:3][OH:4]. Reported procedure: 2-Amino-ethanol (2.22 g; 36.4 mMol) and 40 mL of ethanol were charged to a 100 mL RB flask equipped with a magnetic stirrer. The mixture was stirred and heated to 70° C. 2-{3-[Dimethyl-(2-trimethylsilanyl-ethyl)-silanyl]-propoxymethyl}-oxirane 8 (2 g; 7.28 mMol) mixed with 10 g ethanol was placed in an addition funnel and added dropwise to the flask. The mixture was stirred and maintained at 70° C. for an additional 4 hours. Ethanol was stripped off on the rotovap. The mixture was distilled unde...